From a dataset of the Open Reaction Database (ORD), a public repository of structured organic reaction records. describe an organic reaction: reactants, conditions, products, and yield The reactants are C(=O)(C(F)(F)F)O (TFA), BrC=1C=C2C=CC(=C(C2=CC1)CN1C2=C(OC[C@@H](C1=O)NC([C@H](C)N(C(OC(C)(C)C)=O)C)=O)C=CC=C2)OC (tert-butyl (S)-1-((S)-5-((6-bromo-2-methoxynaphthalen-1-yl)methyl)-4-oxo-2,3,4,5-tetrahydrobenzo[b][1,4]oxazepin-3-ylamino)-1-oxopropan-2-yl(methyl)carbamate). The solvent is C(Cl)Cl (DCM). Product: FC(C(=O)O)(F)F.BrC=1C=C2C=CC(=C(C2=CC1)CN1C([C@H](COC2=C1C=CC=C2)NC([C@H](C)NC)=O)=O)OC ((S)-N-[(S)-9-(6-Bromo-2-methoxy-naphthalen-1-ylmethyl)-8-oxo-6,7,8,9-tetrahydro-5-oxa-9-aza-benzocyclohepten-7-yl]-2-methylamino-propionamide trifluoroacetate). The yield is 68.9%. As a reaction SMILES: [C:1]([OH:7])([C:3]([F:6])([F:5])[F:4])=[O:2].[Br:8][C:9]1[CH:10]=[C:11]2[C:16](=[CH:17][CH:18]=1)[C:15]([CH2:19][N:20]1[C:26](=[O:27])[C@@H:25]([NH:28][C:29](=[O:41])[C@@H:30]([N:32](C)[C:33](=O)OC(C)(C)C)[CH3:31])[CH2:24][O:23][C:22]3[CH:42]=[CH:43][CH:44]=[CH:45][C:21]1=3)=[C:14]([O:46][CH3:47])[CH:13]=[CH:12]2>C(Cl)Cl>[F:4][C:3]([F:6])([F:5])[C:1]([OH:7])=[O:2].[Br:8][C:9]1[CH:10]=[C:11]2[C:16](=[CH:17][CH:18]=1)[C:15]([CH2:19][N:20]1[C:21]3[CH:45]=[CH:44][CH:43]=[CH:42][C:22]=3[O:23][CH2:24][C@H:25]([NH:28][C:29](=[O:41])[C@@H:30]([NH:32][CH3:33])[CH3:31])[C:26]1=[O:27])=[C:14]([O:46][CH3:47])[CH:13]=[CH:12]2 |f:3.4|. Procedure: TFA (1.48 g, 1 mL, 13.0 mmol, Eq: 153) was added to a solution of tert-butyl (S)-1-((S)-5-((6-bromo-2-methoxynaphthalen-1-yl)methyl)-4-oxo-2,3,4,5-tetrahydrobenzo[b][1,4]oxazepin-3-ylamino)-1-oxopropan-2-yl(methyl)carbamate (52 mg, 84.9 μmol, Eq: 1.00) in DCM and at 0° C. After 1 h the mixture was concentrated and the residue was triturated with Et2O to afford the title compound (30 mg, 58.5 μmol, 69.0%) as a light brown solid. MS m/z (MH+) 363.0